From a dataset of the Open Reaction Database (ORD), a public repository of structured organic reaction records. describe an organic reaction: reactants, conditions, products, and yield Reactants: solution, N(=O)[O-].[Na+] (sodium nitrite), O=O (oxygen), C(=O)C=C (acrolein), C(C=C)(=O)O (acrylic acid), solution. Run in O (water), O (water). Yields the product C(=O)C=C.C(C=C)(=O)O (acrolein acrylic acid). Reaction SMILES: O=O.[CH:3]([CH:5]=[CH2:6])=[O:4].[C:7]([OH:11])(=[O:10])[CH:8]=[CH2:9].N([O-])=O.[Na+]>O>[CH:3]([CH:5]=[CH2:6])=[O:4].[C:7]([OH:11])(=[O:10])[CH:8]=[CH2:9] |f:3.4,6.7|. Procedure details: A mixture containing 450 ml of degassed oxygen-free water, 60 ml of freshly distilled acrolein, 9 ml of acrylic acid, 6.6 ml of a solution of water oxygenated to 30 % and 12 ml of 2 N sulphuric acid, is prepared in a nitrogen atmosphere. 150 ml of a 2.75 % solution of sodium nitrite in degassed water is then progressively added over a period of about 40 minutes. On completion of the reaction, the pH-value is between 3 and 4 and the copolymer is present in precipitated form. After filtration, the...